This data is from the Open Reaction Database (ORD), a public repository of structured organic reaction records. The task is: describe an organic reaction: reactants, conditions, products, and yield Starting materials: [BH3-]C#N, c1ccc(CC2CCNCC2)cc1, CO, [Na+], O=CCC(NS(=O)(=O)c1ccccc1)c1ccccc1. The product is O=S(=O)(NC(CCN1CCC(Cc2ccccc2)CC1)c1ccccc1)c1ccccc1. RXN SMILES: [C:34]([BH3-:35])#[N:36].[CH2:1]([c:2]1[cH:3][cH:4][cH:5][cH:6][cH:7]1)[CH:8]1[CH2:9][CH2:10][NH:11][CH2:12][CH2:13]1.[CH3:38][OH:39].[Na+:37].[O:14]=[CH:15][CH2:16][CH:17]([c:18]1[cH:19][cH:20][cH:21][cH:22][cH:23]1)[NH:24][S:25](=[O:26])(=[O:27])[c:28]1[cH:29][cH:30][cH:31][cH:32][cH:33]1>>[CH2:1]([c:2]1[cH:3][cH:4][cH:5][cH:6][cH:7]1)[CH:8]1[CH2:9][CH2:10][N:11]([CH2:15][CH2:16][CH:17]([c:18]2[cH:19][cH:20][cH:21][cH:22][cH:23]2)[NH:24][S:25](=[O:26])(=[O:27])[c:28]2[cH:29][cH:30][cH:31][cH:32][cH:33]2)[CH2:12][CH2:13]1. Starting materials: C(C)(=O)C(C(=O)OC)CCCC1=CC=CC=C1 (methyl 2-acetyl-5-phenylpentanoate), [BH4-].[Na+] (sodium borohydride). Run in CO (methanol). Reaction conditions: time 1 hour. The product is OC(C)C(C(=O)OC)CCCC1=CC=CC=C1 (Methyl 2-(1-hydroxyethyl)-5-phenylpentanoate). As a reaction SMILES: [C:1]([CH:4]([CH2:9][CH2:10][CH2:11][C:12]1[CH:17]=[CH:16][CH:15]=[CH:14][CH:13]=1)[C:5]([O:7][CH3:8])=[O:6])(=[O:3])[CH3:2].[BH4-].[Na+]>CO>[OH:3][CH:1]([CH:4]([CH2:9][CH2:10][CH2:11][C:12]1[CH:13]=[CH:14][CH:15]=[CH:16][CH:17]=1)[C:5]([O:7][CH3:8])=[O:6])[CH3:2] |f:1.2|. Reported procedure: 5.50 g (23.5 mmol) of methyl 2-acetyl-5-phenylpentanoate are introduced into 100 ml of methanol and the mixture is ice-cooled. 0.44 g (11.7 mmol) of sodium borohydride is added in portions and the mixture is stirred for a further 1 h. The solvent is then evacuated from the batch, and the residue is taken up in diethyl ether and washed with 1 N hydrochloric acid. The organic phase is then concentrated again and flash-chromatographed using the eluent petroleum ether/ethyl acetate 10/1. Procedure details: Seventy-five grams of a mixture containing 24.3% 3,5-bis(trichloromethyl pyridine and 6.5% 6-chloro-3,5-bis(trichloromethyl)pyridine were chlorinated with 70 grams per hour of chlorine at 190° C. for 8 hours. Analysis is listed in Table 8. The 5,6-dichloro-3-trichloromethyl pyridine concentration went from zero to 0.5% and the 2,6-dichloro-3,5-bis(trichloromethyl)pyridine went from zero to 0.7%. The 3,5-bis(trichloromethyl)pyridine went from 24.3% to 18.1% while the 6-chloro-3,5-bis(trichloromet... Yields the product ClC=1C=C(C=NC1Cl)C(Cl)(Cl)Cl (5,6-dichloro-3-trichloromethyl pyridine). RXN SMILES: [Cl:1]C(C1C=CC=CN=1)(Cl)Cl.[Cl:11][C:12]1[N:17]=[CH:16][C:15]([C:18]([Cl:21])([Cl:20])[Cl:19])=[CH:14][C:13]=1C(Cl)(Cl)Cl.ClCl>>[Cl:1][C:13]1[CH:14]=[C:15]([C:18]([Cl:21])([Cl:20])[Cl:19])[CH:16]=[N:17][C:12]=1[Cl:11]. Starting materials: ClC(Cl)(Cl)C1=NC=CC=C1 (trichloromethyl pyridine), ClC1=C(C=C(C=N1)C(Cl)(Cl)Cl)C(Cl)(Cl)Cl (6-chloro-3,5-bis(trichloromethyl)pyridine), ClCl (chlorine), mixture. Starting materials: C(C)OC(=O)CN1CC2=CC(=CC=C2CC1)[N+](=O)[O-] (2-(ethoxycarbonylmethyl)-7-nitro-1,2,3,4-tetrahydroisoquinoline). Reagents/catalysts: [C].[Pd] (palladium-carbon). The solvent is C(C)O (ethanol), [H][H] (hydrogen). Yields the product NC1=CC=C2CCN(CC2=C1)CC(=O)OCC (7-amino-2-(ethoxycarbonylmethyl)-1,2,3,4-tetrahydroisoquinoline). The yield is 90.2%. Reaction SMILES: [CH2:1]([O:3][C:4]([CH2:6][N:7]1[CH2:16][CH2:15][C:14]2[C:9](=[CH:10][C:11]([N+:17]([O-])=O)=[CH:12][CH:13]=2)[CH2:8]1)=[O:5])[CH3:2]>C(O)C.[H][H].[C].[Pd]>[NH2:17][C:11]1[CH:10]=[C:9]2[C:14]([CH2:15][CH2:16][N:7]([CH2:6][C:4]([O:3][CH2:1][CH3:2])=[O:5])[CH2:8]2)=[CH:13][CH:12]=1 |f:3.4|. Procedure details: 1.1 g of 2-(ethoxycarbonylmethyl)-7-nitro-1,2,3,4-tetrahydroisoquinoline was dissolved in 20 ml of ethanol, and a catalytic amount of 10% palladium-carbon was added to the solution. The solution was stirred overnight in hydrogen atmosphere. The catalyst was separated by filtration and the solvent was distilled off under reduced pressure to obtain 0.88 g of 7-amino-2-(ethoxycarbonylmethyl)-1,2,3,4-tetrahydroisoquinoline, which was an oily product. This product with no further purification was dis... Reactants: Cl (hydrochloric acid), N(=O)[O-].[Na+] (sodium nitrite), cuprous chloride, O (water), C(C1=CC=CC=C1)(=O)C(C)(C)OC1=CC=C(N)C=C1 (4-(2-benzoyl-2-propyloxy)aniline). Run in C(C=C)(=O)O (acrylic acid), CC(=O)C (acetone). Yields the product ClC(C(=O)O)CC1=CC=C(C=C1)OC(C)(C)C(C1=CC=CC=C1)=O (2-chloro-3-[4-(2-benzoyl-2-propyloxy)phenyl]-propionic acid). RXN SMILES: [C:1]([C:9]([O:12][C:13]1[CH:19]=[CH:18][C:16](N)=[CH:15][CH:14]=1)([CH3:11])[CH3:10])(=[O:8])[C:2]1[CH:7]=[CH:6][CH:5]=[CH:4][CH:3]=1.[ClH:20].N([O-])=O.[Na+].[OH2:25]>CC(C)=O.C(O)(=O)C=C>[Cl:20][CH:2]([CH2:3][C:16]1[CH:18]=[CH:19][C:13]([O:12][C:9]([C:1](=[O:8])[C:2]2[CH:7]=[CH:6][CH:5]=[CH:4][CH:3]=2)([CH3:11])[CH3:10])=[CH:14][CH:15]=1)[C:1]([OH:8])=[O:25] |f:2.3|. Procedure: In 30 ml of acetone is dissolved 2.6 g of 4-(2-benzoyl-2-propyloxy)aniline and, under cooling with ice and stirring, 3.5 ml of hydrochloric acid, a solution of 0.8 g sodium nitrite in 3 ml water, 7 ml of acrylic acid and 0.7 g of finely divided cuprous chloride are added in the order mentioned. The mixture is stirred at 35° C for 1 hour and at room temperature for 1 hour, after which it is extracted with benzene. The extract is washed three times with water, and then the solvent is distilled off... Starting materials: CC(C)(C)OC(=O)N1CC(N=[N+]=[N-])CC1C(=O)O, CCO, O. The product is CC(C)(C)OC(=O)N1CC(N)CC1C(=O)O. As a reaction SMILES: [C:1]([CH3:2])([CH3:3])([CH3:4])[O:5][C:6](=[O:7])[N:8]1[CH:9]([C:10](=[O:11])[OH:12])[CH2:13][CH:14]([N:16]=[N+:17]=[N-:18])[CH2:15]1.[CH2:19]([OH:20])[CH3:21].[OH2:22]>>[C:1]([CH3:2])([CH3:3])([CH3:4])[O:5][C:6](=[O:7])[N:8]1[CH:9]([C:10](=[O:11])[OH:12])[CH2:13][CH:14]([NH2:16])[CH2:15]1. Starting materials: [H-].[Al+3].[Li+].[H-].[H-].[H-] (Lithium aluminum hydride), CC=1N(C=CN1)C1=NC=C(C(=O)OCC)C=C1 (ethyl 6-(2-methyl-1H-imidazol-1-yl)nicotinate), [OH-].[Na+] (sodium hydroxide), O (water), O (water). The solvent is C1CCOC1 (THF), C1CCOC1 (THF). Reaction conditions: temperature 0 celsius, time 30 minute. The product is CC=1N(C=CN1)C1=CC=C(C=N1)CO ((6-(2-methyl-1H-imidazol-1-yl)pyridin-3-yl)methanol). The yield is 91.9%. Reaction SMILES: [H-].[Al+3].[Li+].[H-].[H-].[H-].[CH3:7][C:8]1[N:9]([C:13]2[CH:23]=[CH:22][C:16]([C:17](OCC)=[O:18])=[CH:15][N:14]=2)[CH:10]=[CH:11][N:12]=1.O.[OH-].[Na+]>C1COCC1>[CH3:7][C:8]1[N:9]([C:13]2[N:14]=[CH:15][C:16]([CH2:17][OH:18])=[CH:22][CH:23]=2)[CH:10]=[CH:11][N:12]=1 |f:0.1.2.3.4.5,8.9|. Procedure: Lithium aluminum hydride (164 mg, 4.33 mmol) was suspended in THF (5 mL). A solution of ethyl 6-(2-methyl-1H-imidazol-1-yl)nicotinate (455 mg, 1.96 mmol) obtained in Step 1 in THF (5 mL) was added at 0° C. and the mixture was stirred at 0° C. for 30 minutes. To the reaction mixture were sequentially added water (0.146 mL), a 15% aqueous sodium hydroxide solution (0.146 mL), and water (0.492 mL), and the mixture was stirred at room temperature for 1 hour. The reaction mixture was filtered through... Reactants: 2,6-dimethyl DL-phenylalanines, [C-]#N.[K+] (potassium cyanide), cuprous cyanide, CC1=C(N)C(=CC=C1)C (2,6-dimethyl aniline), diazonium salt. Product: CC1=C(C#N)C(=CC=C1)C (2,6-dimethylbenzonitrile). As a reaction SMILES: [CH3:1][C:2]1[CH:8]=[CH:7][CH:6]=[C:5]([CH3:9])[C:3]=1N.[C-:10]#[N:11].[K+]>>[CH3:1][C:2]1[CH:8]=[CH:7][CH:6]=[C:5]([CH3:9])[C:3]=1[C:10]#[N:11] |f:1.2|. Procedure: The preparation of 2,6-dimethyl DL-phenylalanines is disclosed by R. R. Herr, T. Enkoji & J. P. Dailey, J. Amer. Chem. Soc., 79, 4229(1957). The method involves the conversion of 2,6-dimethyl aniline into its diazonium salt, followed by treatment with potassium cyanide and cuprous cyanide to produce 2,6-dimethylbenzonitrile. The benzonitrile is reduced with lithium aluminum hydride to provide 2,6-dimethylbenzylamine, which is reacted with excess methyl iodide producing 2,6dimethylbenzyltrimethyl... The reactants are N([C@@H](CSCNC(=O)C)C(=O)O)C(=O)OC(C)(C)C (BocCys(Acm)OH), C1=CC(=CC=C1[N+](=O)[O-])O (p-nitrophenol), C1(CCCCC1)N=C=NC1CCCCC1 (N,N'-dicyclohexylcarbodiimide). The solvent is C(C)(=O)OCC (etyl acetate). The product is N([C@@H](CSCNC(=O)C)C(=O)OC1=CC=C([N+](=O)[O-])C=C1)C(=O)OC(C)(C)C (BocCys(Acm)ONp). Yield: 81.0%. As a reaction SMILES: [NH:1]([C:13]([O:15][C:16]([CH3:19])([CH3:18])[CH3:17])=[O:14])[C@H:2]([C:10]([OH:12])=[O:11])[CH2:3][S:4][CH2:5][NH:6][C:7]([CH3:9])=[O:8].[CH:20]1[C:25]([N+:26]([O-:28])=[O:27])=[CH:24][CH:23]=[C:22](O)[CH:21]=1.C1(N=C=NC2CCCCC2)CCCCC1>C(OCC)(=O)C>[NH:1]([C:13]([O:15][C:16]([CH3:19])([CH3:18])[CH3:17])=[O:14])[C@H:2]([C:10]([O:12][C:22]1[CH:21]=[CH:20][C:25]([N+:26]([O-:28])=[O:27])=[CH:24][CH:23]=1)=[O:11])[CH2:3][S:4][CH2:5][NH:6][C:7]([CH3:9])=[O:8]. Reported procedure: BocCys(Acm)ONp is prepared from BocCys(Acm)OH (Novabiochem, Laufelingen, CH) and p-nitrophenol by reaction with N,N'-dicyclohexylcarbodiimide (DCC) in etyl acetate and used without purification for the preparation of Boc-Cys(Acm)-Pro-OH (XII) by reacting it with H-Pro-OH in DMF/etyl acetate/H2O at 0° C. while keeping pH neutral by addition of Et3N. Yield 81%. Purity>95% (TLC). Starting materials: solution, C1(=CC=CC=C1)C(C1=CC=CC=C1)(C1=CC=CC=C1)NC1[C@@H]2N(C(C(S2)(C)C)C(NCC2=CC=C(C=C2)O)=O)C1=O (6-(triphenylmethylamino)-2,2-dimethyl-3-(N-[4-hydroxybenzyl]carbamoyl)penam), C(=O)(Cl)Cl (Phosgene), [OH-].[Na+] (sodium hydroxide), N1=CC=CC=C1 (pyridine), Cl[Si](C)(C)C (chlorotrimethylsilane), [N-]=[N+]=[N-].CN(C(N(C)C)=[NH2+])C (tetramethylguanidinium azide). The solvent is C(Cl)(Cl)Cl (chloroform), O (water), C(Cl)(Cl)Cl (chloroform). Reaction conditions: temperature 4 celsius, time 40 minute. Product: C1(=CC=CC=C1)C(C1=CC=CC=C1)(C1=CC=CC=C1)NC1[C@@H]2N(C(C(S2)(C)C)C2=NN=NN2CC2=CC=C(C=C2)O[Si](C)(C)C)C1=O (6-(triphenylmethylamino)-2,2-dimethyl-3-(1-[4-trimethylsilyloxybenzyl]tetrazol-5-yl)penam). As a reaction SMILES: [C:1]1([C:7]([NH:20][CH:21]2[C:40](=[O:41])[N:23]3[CH:24]([C:29](=O)[NH:30][CH2:31][C:32]4[CH:37]=[CH:36][C:35]([OH:38])=[CH:34][CH:33]=4)[C:25]([CH3:28])([CH3:27])[S:26][C@H:22]23)([C:14]2[CH:19]=[CH:18][CH:17]=[CH:16][CH:15]=2)[C:8]2[CH:13]=[CH:12][CH:11]=[CH:10][CH:9]=2)[CH:6]=[CH:5][CH:4]=[CH:3][CH:2]=1.N1C=CC=CC=1.Cl[Si:49]([CH3:52])([CH3:51])[CH3:50].C(Cl)(Cl)=O.[N-:57]=[N+:58]=[N-:59].CN(C)C(=[NH2+])N(C)C.[OH-].[Na+]>O.C(Cl)(Cl)Cl>[C:1]1([C:7]([NH:20][CH:21]2[C:40](=[O:41])[N:23]3[CH:24]([C:29]4[N:30]([CH2:31][C:32]5[CH:37]=[CH:36][C:35]([O:38][Si:49]([CH3:52])([CH3:51])[CH3:50])=[CH:34][CH:33]=5)[N:59]=[N:58][N:57]=4)[C:25]([CH3:27])([CH3:28])[S:26][C@H:22]23)([C:8]2[CH:13]=[CH:12][CH:11]=[CH:10][CH:9]=2)[C:14]2[CH:15]=[CH:16][CH:17]=[CH:18][CH:19]=2)[CH:6]=[CH:5][CH:4]=[CH:3][CH:2]=1 |f:4.5,6.7|. Procedure details: To a stirred solution of 1.69 g. (3 m mole) of 6-(triphenylmethylamino)-2,2-dimethyl-3-(N-[4-hydroxybenzyl]carbamoyl)penam prepared as described in Example XIII in 9 ml. of chloroform is added 1 ml. (12 mmole) of pyridine. The solution is cooled to ca. 4° C. in an ice-bath and 0.80 ml. of chlorotrimethylsilane is added. The solution is stirred for 40 minutes at ambient temperature, and then it is again cooled to ca. 4° C. Phosgene (1.5 ml. of a 4.3 M solution in chloroform 6.45 mmole) is added a...